From a dataset of the Open Reaction Database (ORD), a public repository of structured organic reaction records. describe an organic reaction: reactants, conditions, products, and yield Product: CC(C)(C)OC(=O)NCc1ccc(-c2ccccc2)c(OCCCNC(=O)OCc2ccccc2)c1. The reactants are CC(C)OC(=O)N=NC(=O)OC(C)C, C1CCOC1, CC(C)(C)OC(=O)NCc1ccc(-c2ccccc2)c(O)c1, O=C(NCCCO)OCc1ccccc1, c1ccc(P(c2ccccc2)c2ccccc2)cc1. RXN SMILES: [O:57]=[C:58]([O:59][CH:60]([CH3:61])[CH3:62])[N:63]=[N:64][C:65]([O:66][CH:67]([CH3:68])[CH3:69])=[O:70].[O:71]1[CH2:72][CH2:73][CH2:74][CH2:75]1.[OH:1][c:2]1[c:3](-[c:17]2[cH:18][cH:19][cH:20][cH:21][cH:22]2)[cH:4][cH:5][c:6]([CH2:8][NH:9][C:10]([O:11][C:12]([CH3:13])([CH3:14])[CH3:15])=[O:16])[cH:7]1.[OH:23][CH2:24][CH2:25][CH2:26][NH:27][C:28]([O:29][CH2:30][c:31]1[cH:32][cH:33][cH:34][cH:35][cH:36]1)=[O:37].[c:38]1([P:39]([c:40]2[cH:41][cH:42][cH:43][cH:44][cH:45]2)[c:46]2[cH:47][cH:48][cH:49][cH:50][cH:51]2)[cH:52][cH:53][cH:54][cH:55][cH:56]1>>[O:1]([c:2]1[c:3](-[c:17]2[cH:18][cH:19][cH:20][cH:21][cH:22]2)[cH:4][cH:5][c:6]([CH2:8][NH:9][C:10]([O:11][C:12]([CH3:13])([CH3:14])[CH3:15])=[O:16])[cH:7]1)[CH2:24][CH2:25][CH2:26][NH:27][C:28]([O:29][CH2:30][c:31]1[cH:32][cH:33][cH:34][cH:35][cH:36]1)=[O:37]. Reactants: CC1(C)OB(c2cncc(N)c2)OC1(C)C, CCOC(C)=O, COc1ccc(CN2C(=O)C(Cc3ccccc3Cl)N=C(Cl)c3cc(Cl)ccc32)cc1, [Cs+], C1COCCO1, [OH-], O, c1ccc(P(c2ccccc2)(c2ccccc2)[Pd](P(c2ccccc2)(c2ccccc2)c2ccccc2)(P(c2ccccc2)(c2ccccc2)c2ccccc2)P(c2ccccc2)(c2ccccc2)c2ccccc2)cc1. Product: COc1ccc(CN2C(=O)C(Cc3ccccc3Cl)N=C(c3cncc(N)c3)c3cc(Cl)ccc32)cc1. As a reaction SMILES: [CH3:32][C:33]1([CH3:34])[C:35]([CH3:36])([CH3:37])[O:38][B:39]([c:40]2[cH:41][c:42]([NH2:46])[cH:43][n:44][cH:45]2)[O:47]1.[CH3:57][CH2:58][O:59][C:60]([CH3:61])=[O:62].[Cl:1][C:2]1=[N:8][CH:7]([CH2:9][c:10]2[c:11]([Cl:16])[cH:12][cH:13][cH:14][cH:15]2)[C:6](=[O:17])[N:5]([CH2:18][c:19]2[cH:20][cH:21][c:22]([O:25][CH3:26])[cH:23][cH:24]2)[c:4]2[c:3]1[cH:30][c:29]([Cl:31])[cH:28][cH:27]2.[Cs+:49].[O:51]1[CH2:52][CH2:53][O:54][CH2:55][CH2:56]1.[OH-:48].[OH2:50].[cH:63]1[cH:64][cH:65][c:66]([P:67]([Pd:68]([P:69]([c:70]2[cH:71][cH:72][cH:73][cH:74][cH:75]2)([c:76]2[cH:77][cH:78][cH:79][cH:80][cH:81]2)[c:82]2[cH:83][cH:84][cH:85][cH:86][cH:87]2)([P:88]([c:89]2[cH:90][cH:91][cH:92][cH:93][cH:94]2)([c:95]2[cH:96][cH:97][cH:98][cH:99][cH:100]2)[c:101]2[cH:102][cH:103][cH:104][cH:105][cH:106]2)[P:107]([c:108]2[cH:109][cH:110][cH:111][cH:112][cH:113]2)([c:114]2[cH:115][cH:116][cH:117][cH:118][cH:119]2)[c:120]2[cH:121][cH:122][cH:123][cH:124][cH:125]2)([c:126]2[cH:127][cH:128][cH:129][cH:130][cH:131]2)[c:132]2[cH:133][cH:134][cH:135][cH:136][cH:137]2)[cH:138][cH:139]1>>[C:2]1([c:40]2[cH:41][c:42]([NH2:46])[cH:43][n:44][cH:45]2)=[N:8][CH:7]([CH2:9][c:10]2[c:11]([Cl:16])[cH:12][cH:13][cH:14][cH:15]2)[C:6](=[O:17])[N:5]([CH2:18][c:19]2[cH:20][cH:21][c:22]([O:25][CH3:26])[cH:23][cH:24]2)[c:4]2[c:3]1[cH:30][c:29]([Cl:31])[cH:28][cH:27]2. Procedure: A stirred solution of 8-chloro-1-[(aminooxy)methyl]-6-phenyl-4H-s-triazolo[4,3-a][1,4]benzodiazepine (0.02 mole) in dry dimethylformamide (50 ml.) is cooled in an ice bath under nitrogen and treated successively with a 57% mineral oil suspension of sodium hydride (0.84 g., 0.02 mole) and methyliodide (0.02 mole). The mixture is allowed to come slowly to ambient temperature and stand for 18 hours. It is then concentrated in vacuo. The residue is chromatographed on silica gel with methanol to give... RXN SMILES: [Cl:1][C:2]1[CH:3]=[CH:4][C:5]2[N:11]3[C:12]([CH2:15][O:16][NH2:17])=[N:13][N:14]=[C:10]3[CH2:9][N:8]=[C:7]([C:18]3[CH:23]=[CH:22][CH:21]=[CH:20][CH:19]=3)[C:6]=2[CH:24]=1.[H-].[Na+].[CH3:27]I>CN(C)C=O>[Cl:1][C:2]1[CH:3]=[CH:4][C:5]2[N:11]3[C:12]([CH2:15][O:16][NH:17][CH3:27])=[N:13][N:14]=[C:10]3[CH2:9][N:8]=[C:7]([C:18]3[CH:23]=[CH:22][CH:21]=[CH:20][CH:19]=3)[C:6]=2[CH:24]=1 |f:1.2|. Conditions: time 18 hour. Yields the product ClC=1C=CC2=C(C(=NCC=3N2C(=NN3)CONC)C3=CC=CC=C3)C1 (8-chloro-1-[[(methylamino)oxy]methyl]-6-phenyl-4H-s-triazolo[4,3-a][1,4]benzodiazepine). Run in CN(C=O)C (dimethylformamide). Reactants: [H-].[Na+] (sodium hydride), CI (methyliodide), ClC=1C=CC2=C(C(=NCC=3N2C(=NN3)CON)C3=CC=CC=C3)C1 (8-chloro-1-[(aminooxy)methyl]-6-phenyl-4H-s-triazolo[4,3-a][1,4]benzodiazepine). Starting materials: C1(=CC=CC=C1)C (toluene), FC(C=1C=C(C=CC1)B(O)O)(F)F (3-trifluoromethylbenzeneboronic acid), C([O-])([O-])=O.[Na+].[Na+] (sodium carbonate), BrC1=CC=C(OC[C@@H](CCC=2C=NC=CC2)O)C=C1 ((2R)-1-(4-bromophenoxy)-4-(3-pyridyl)-2-butanol). The reagents and catalysts are C=1C=CC(=CC1)[P](C=2C=CC=CC2)(C=3C=CC=CC3)[Pd]([P](C=4C=CC=CC4)(C=5C=CC=CC5)C=6C=CC=CC6)([P](C=7C=CC=CC7)(C=8C=CC=CC8)C=9C=CC=CC9)[P](C=1C=CC=CC1)(C=1C=CC=CC1)C=1C=CC=CC1 (tetrakis(triphenylphosphine)palladium(0)). The solvent is C(C)O (ethanol). Yields the product FC(C=1C=C(C=CC1)C1=CC=C(C=C1)OC[C@@H](CCC=1C=NC=CC1)O)(F)F ((2R)-1-(3'-trifluoromethylbiphenyl-4-yloxy)-4-(3-pyridyl)-2-butanol). Isolated yield 59.9%. Reaction SMILES: C1(C)C=CC=CC=1.C(=O)([O-])[O-].[Na+].[Na+].Br[C:15]1[CH:32]=[CH:31][C:18]([O:19][CH2:20][C@H:21]([OH:30])[CH2:22][CH2:23][C:24]2[CH:25]=[N:26][CH:27]=[CH:28][CH:29]=2)=[CH:17][CH:16]=1.[F:33][C:34]([F:45])([F:44])[C:35]1[CH:36]=[C:37](B(O)O)[CH:38]=[CH:39][CH:40]=1>C1C=CC([P]([Pd]([P](C2C=CC=CC=2)(C2C=CC=CC=2)C2C=CC=CC=2)([P](C2C=CC=CC=2)(C2C=CC=CC=2)C2C=CC=CC=2)[P](C2C=CC=CC=2)(C2C=CC=CC=2)C2C=CC=CC=2)(C2C=CC=CC=2)C2C=CC=CC=2)=CC=1.C(O)C>[F:33][C:34]([F:45])([F:44])[C:35]1[CH:40]=[C:39]([C:15]2[CH:32]=[CH:31][C:18]([O:19][CH2:20][C@H:21]([OH:30])[CH2:22][CH2:23][C:24]3[CH:25]=[N:26][CH:27]=[CH:28][CH:29]=3)=[CH:17][CH:16]=2)[CH:38]=[CH:37][CH:36]=1 |f:1.2.3,^1:49,51,70,89|. Procedure: Prepared according to the method described in Example 33a) from toluene (5 ml), aqueous sodium carbonate (2 M, 1 ml), (2R)-1-(4-bromophenoxy)-4-(3-pyridyl)-2-butanol (0.25 g), ethanol (1 ml), 3-trifluoromethylbenzeneboronic acid (0.161 g) and tetrakis(triphenylphosphine)palladium(0) (22 mg) with heating at reflux for 6 hours. The residue obtained after work-up was purified by column chromatography over silica eluting with ethyl acetate to give (2R)-1-(3'-trifluoromethylbiphenyl-4-yloxy)-4-(3-pyr... Reactants: resultant solution, NC1=C(C(=CC(=C1F)F)F)S (2-Amino-3,4,6-trifluorothiophenol), C1(CCCCC(=O)O1)=O (adipic anhydride). Solvent: O (water), CN1CCCC1=O (NMP). Conditions: temperature 100 celsius, time 6 hour. Product: FC1=C(C=C(C2=C1N=C(S2)CCCCC(=O)O)F)F (5-(4,5,7-trifluorobenzothiazol-2-yl)pentanoic acid). Yield: 25.5%. As a reaction SMILES: [NH2:1][C:2]1[C:7]([F:8])=[C:6]([F:9])[CH:5]=[C:4]([F:10])[C:3]=1[SH:11].[C:12]1(=O)[O:19][C:17](=[O:18])[CH2:16][CH2:15][CH2:14][CH2:13]1>CN1C(=O)CCC1.O>[F:8][C:7]1[C:2]2[N:1]=[C:12]([CH2:13][CH2:14][CH2:15][CH2:16][C:17]([OH:19])=[O:18])[S:11][C:3]=2[C:4]([F:10])=[CH:5][C:6]=1[F:9]. Reported procedure: A solution of adipic acid (10.0 g, 68 mmol) in acetic anhydride (50 ml) was heated to reflux for 3 hours. An excess of acetic anhydride was then distilled off in vacuo leaving adipic anhydride (7.4 g). 2-Amino-3,4,6-trifluorothiophenol (200 mg, 1.1 mmol) was dissolved in NMP (1 ml) under a nitrogen stream. To the resultant solution was gradually added adipic anhydride (143 mg, 1.1 mmol) and the mixture was stirred at 100° C. for 6 hours. After naturally cooling, the mixture was diluted with wate... The reactants are C(C)(C)(C)C=1N=C(C2=C(N1)N(N=N2)CC=2C(=NN(C2)C(C2=CC=CC=C2)(C2=CC=CC=C2)C2=CC=CC=C2)C(F)(F)F)N2CC(CC2)(F)F (5-tert-Butyl-7-(3,3-difluoro-pyrrolidin-1-yl)-3-(3-trifluoromethyl-1-trityl-1H-pyrazol-4-ylmethyl)-3H-[1,2,3]triazolo[4,5-d]pyrimidine), C(C)[SiH](CC)CC (triethylsilane). Run in C(=O)(C(F)(F)F)O (TFA). Reaction conditions: time 3 hour. Yields the product C(C)(C)(C)C=1N=C(C2=C(N1)N(N=N2)CC=2C(=NNC2)C(F)(F)F)N2CC(CC2)(F)F (5-tert-Butyl-7-(3,3-difluoro-pyrrolidin-1-yl)-3-(3-trifluoromethyl-1H-pyrazol-4-ylmethyl)-3H-[1,2,3]triazolo[4,5-d]pyrimidine). Reaction SMILES: [C:1]([C:5]1[N:6]=[C:7]([N:43]2[CH2:47][CH2:46][C:45]([F:49])([F:48])[CH2:44]2)[C:8]2[N:13]=[N:12][N:11]([CH2:14][C:15]3[C:16]([C:39]([F:42])([F:41])[F:40])=[N:17][N:18](C(C4C=CC=CC=4)(C4C=CC=CC=4)C4C=CC=CC=4)[CH:19]=3)[C:9]=2[N:10]=1)([CH3:4])([CH3:3])[CH3:2].C([SiH](CC)CC)C>C(O)(C(F)(F)F)=O>[C:1]([C:5]1[N:6]=[C:7]([N:43]2[CH2:47][CH2:46][C:45]([F:48])([F:49])[CH2:44]2)[C:8]2[N:13]=[N:12][N:11]([CH2:14][C:15]3[C:16]([C:39]([F:40])([F:41])[F:42])=[N:17][NH:18][CH:19]=3)[C:9]=2[N:10]=1)([CH3:4])([CH3:2])[CH3:3]. Procedure details: A mixture of crude 5-tert-Butyl-7-(3,3-difluoro-pyrrolidin-1-yl)-3-(3-trifluoromethyl-1-trityl-1H-pyrazol-4-ylmethyl)-3H-[1,2,3]triazolo[4,5-d]pyrimidine, triethylsilane in TFA was stirred at room temperature for 3 h, concentrated and subjected to purification with preparative HPLC on reversed phase eluting with a gradient formed from acetonitrile, water and NEt3. After evaporation of the product containing fractions the title compound was isolated as white solid. MS (m/e): 431.3 (MH+). Reactants: COC(=O)C=1C(=C2C=C(C(N(C2=CN1)CC1=CC=CC=C1)=O)C1=CC(=CC=C1)C(F)(F)F)O (1-benzyl-5-hydroxy-2-oxo-3-(3-trifluoromethyl-phenyl)-1,2-dihydro-[1,7]naphthyridine-6-carboxylic acid methyl ester), NCCC(=O)O (β-alanine), C[O-].[Na+] (NaOMe). Product: C(C1=CC=CC=C1)N1C(=C(C2=CC(C(NC2=C1)=O)C1=CC(=CC=C1)C(F)(F)F)O)C(=O)NCCC(=O)O (3-{[7-Benzyl-5-hydroxy-2-oxo-3-(3-trifluoromethyl-phenyl)-1,2-dihydro-[1,7]naphthyridine-6-carbonyl]-amino}-propionic acid). Isolated yield 149.3%. Reaction SMILES: CO[C:3]([C:5]1[C:6]([OH:33])=[C:7]2[C:12](=[CH:13][N:14]=1)[N:11](CC1C=CC=CC=1)[C:10](=[O:22])[C:9]([C:23]1[CH:28]=[CH:27][CH:26]=[C:25]([C:29]([F:32])([F:31])[F:30])[CH:24]=1)=[CH:8]2)=[O:4].[NH2:34][CH2:35][CH2:36][C:37]([OH:39])=[O:38].C[O-].[Na+]>>[CH2:9]([N:14]1[CH:13]=[C:12]2[C:7](=[CH:8][CH:9]([C:23]3[CH:28]=[CH:27][CH:26]=[C:25]([C:29]([F:32])([F:30])[F:31])[CH:24]=3)[C:10](=[O:22])[NH:11]2)[C:6]([OH:33])=[C:5]1[C:3]([NH:34][CH2:35][CH2:36][C:37]([OH:39])=[O:38])=[O:4])[C:23]1[CH:28]=[CH:27][CH:26]=[CH:25][CH:24]=1 |f:2.3|. Procedure: A mixture of 1-benzyl-5-hydroxy-2-oxo-3-(3-trifluoromethyl-phenyl)-1,2-dihydro-[1,7]naphthyridine-6-carboxylic acid methyl ester (55 mg, 0.12 mmol), β-alanine (863 mg, 9.7 mmol) and NaOMe solution (14.5 mL, 7.3 mmol, 0.5 M in MeOH) was refluxed for 16 h. After the mixture was cooled to r.t., the solvent was evaporated in vacuo. The residue was partitioned between EtOAc and water. 1 M HCl was added with vigorous stirring until pH was about 3. The organic layer was washed with brine, dried over Mg... The reactants are CN1C(=O)CCC2=C(C=CC=C12)O (1-methyl-5-hydroxy-3,4-dihydrocarbostyril), [H-].[Na+] (NaH), CN(C=O)C (dimethylformamide), ClCC(CN1CCN(CC1)C1=CC=CC=C1)O (1-chloro-2-hydroxy-3-(4-phenylpiperazinyl)propane), O (water). Run at time 3 hour. Product: C(C(=O)O)(=O)O.CN1C(=O)CCC2=C(C=CC=C12)OCC(CN1CCN(CC1)C1=CC=CC=C1)O (1-methyl-5-[2-hydroxy-3-(4-phenylpiperazinyl)-propoxy]-3,4-dihydrocarbostyril oxalate). As a reaction SMILES: [CH3:1][N:2]1[C:12]2[C:7](=[C:8]([OH:13])[CH:9]=[CH:10][CH:11]=2)[CH2:6][CH2:5][C:3]1=[O:4].[H-].[Na+].CN(C)[CH:18]=[O:19].Cl[CH2:22][CH:23]([OH:37])[CH2:24][N:25]1[CH2:30][CH2:29][N:28]([C:31]2[CH:36]=[CH:35][CH:34]=[CH:33][CH:32]=2)[CH2:27][CH2:26]1.[OH2:38]>>[C:18]([OH:19])(=[O:37])[C:3]([OH:4])=[O:38].[CH3:1][N:2]1[C:12]2[C:7](=[C:8]([O:13][CH2:22][CH:23]([OH:37])[CH2:24][N:25]3[CH2:30][CH2:29][N:28]([C:31]4[CH:36]=[CH:35][CH:34]=[CH:33][CH:32]=4)[CH2:27][CH2:26]3)[CH:9]=[CH:10][CH:11]=2)[CH2:6][CH2:5][C:3]1=[O:4] |f:1.2,6.7|. Reported procedure: 1.8 Grams of 1-methyl-5-hydroxy-3,4-dihydrocarbostyril and 1 g of NaH (50% in oil) are mixed with 30 ml of dimethylformamide. Then 2.6 g of 1-chloro-2-hydroxy-3-(4-phenylpiperazinyl)propane are added thereto at a room temperature and stirred at 70° to 80° C. for 3 hours. The reaction mixture is poured into water and the organic layer is extracted with chloroform. After removing chloroform by distillation, the thus obtained residue is dissolved in acetone and the pH of the solution is adjusted by...